This data is from the Open Reaction Database (ORD), a public repository of structured organic reaction records. The task is: describe an organic reaction: reactants, conditions, products, and yield Starting materials: [O-]CC.[Mg+2].[O-]CC (magnesium ethoxide), C(CC(=O)O)(=O)OCC=C (allyl hydrogen malonate), resultant mixture, O[C@H](C)[C@H]1C(N[C@@H]1[C@H](C(N1C(SCC1)=S)=O)C)=O ((3S,4R)-3-[(1R)-1-hydroxyethyl]-4-[(1R)-1-methyl-2-oxo-2-(2-thioxothiazolidin-3-yl)ethyl]-2-azetidinone), N1C=NC=C1 (imidazole). The solvent is O1CCCC1 (tetrahydrofuran). Conditions: temperature 60 celsius. The product is O[C@H](C)[C@@H]1[C@H](NC1=O)[C@H](C(CC(=O)OCC=C)=O)C (allyl (4R)-4-[(2R,3S)-3-{(1R)-1-hydroxyethyl}-4-oxoazetidin-2-yl]-3-oxopentanoate). Isolated yield 84.4%. RXN SMILES: [O-]CC.[Mg+2].[O-]CC.[C:8]([O:14][CH2:15][CH:16]=[CH2:17])(=[O:13])[CH2:9][C:10]([OH:12])=O.[OH:18][C@@H:19]([C@@H:21]1[C@@H:24]([C@@H:25](C)[C:26](=O)N2CCSC2=S)[NH:23][C:22]1=[O:35])[CH3:20].N1C=CN=C1>O1CCCC1>[OH:18][C@@H:19]([C@H:21]1[C:22](=[O:35])[NH:23][C@@H:24]1[C@@H:25]([CH3:26])[C:10](=[O:12])[CH2:9][C:8]([O:14][CH2:15][CH:16]=[CH2:17])=[O:13])[CH3:20] |f:0.1.2|. Reported procedure: To a stirred suspension of magnesium ethoxide (14.7 g) in tetrahydrofuran (250 ml) was added allyl hydrogen malonate (38.8 g) at 30° C. under nitrogen atmosphere. The resultant mixture was stirred at ambient temperature for 10 hours. To this mixture were added (3S,4R)-3-[(1R)-1-hydroxyethyl]-4-[(1R)-1-methyl-2-oxo-2-(2-thioxothiazolidin-3-yl)ethyl]-2-azetidinone (24.7 g) and imidazole (8.8 g), and the mixture was allowed to heat to 60° C. for 1 hour. After evaporation of the solvent in vacuo, th... The reactants are ClC1=C(C(=O)O)C=C(C(=C1)F)[N+](=O)[O-] (2-chloro-4-fluoro-5-nitrobenzoic acid), S(=O)(Cl)Cl (thionyl chloride), C1(=CC=CC=C1)P(C1=CC=CC=C1)(C1=CC=CC=C1)=O (triphenyl phosphine oxide). Yields the product ClC1=C(C(=O)Cl)C=C(C(=C1)F)[N+](=O)[O-] (2-chloro-4-fluoro-5-nitrobenzoyl chloride). Reaction SMILES: [Cl:1][C:2]1[CH:10]=[C:9]([F:11])[C:8]([N+:12]([O-:14])=[O:13])=[CH:7][C:3]=1[C:4](O)=[O:5].S(Cl)([Cl:17])=O.C1(P(=O)(C2C=CC=CC=2)C2C=CC=CC=2)C=CC=CC=1>>[Cl:1][C:2]1[CH:10]=[C:9]([F:11])[C:8]([N+:12]([O-:14])=[O:13])=[CH:7][C:3]=1[C:4]([Cl:17])=[O:5]. Procedure details: 22.3 g (0.1 mol) of 2-chloro-4-fluoro-5-nitrobenzoic acid 16.8 g (0.14 mol) of thionyl chloride 0.1 g (0.00036 mol) of triphenyl phosphine oxide Yield*: 46.5 g (>99% of theory) of the title compound as a solution in chlorobenzene * In these examples, the yield was determined by means of 19F-NMR with internal standard. Fluoride value: 0.01 g/l Reported procedure: A solution of 5.0 g of glycinamide hydrochloride in 10 ml of water was cooled in an ice bath during the addition of 30 ml of 6 N sodium hydroxide. To the resulting mixture was added a solution of 8.0 g o-iodobenzoyl chloride in 20 ml of tetrahydrofuran and the mixture was shaken vigorously for 2 minutes. The mixture was then stirred for 21/2 hours. The tan solid which formed was filtered by suction and washed with water until the washings were neutral. The residue was then dried on a rotary evap... Run in O (water), O1CCCC1 (tetrahydrofuran). Yield: 21.9%. Reaction SMILES: Cl.[NH2:2][CH2:3][C:4]([NH2:6])=[O:5].[OH-].[Na+].[I:9][C:10]1[CH:18]=[CH:17][CH:16]=[CH:15][C:11]=1[C:12](Cl)=[O:13]>O.O1CCCC1>[I:9][C:10]1[CH:18]=[CH:17][CH:16]=[CH:15][C:11]=1[C:12](=[O:13])[NH:2][CH2:3][C:4]([NH2:6])=[O:5] |f:0.1,2.3|. The product is IC1=C(C(NCC(=O)N)=O)C=CC=C1 (o-iodohippuramide). Run at time 2 minute. Starting materials: Cl.NCC(=O)N (glycinamide hydrochloride), [OH-].[Na+] (sodium hydroxide), IC1=C(C(=O)Cl)C=CC=C1 (o-iodobenzoyl chloride). Reactants: C(C)(C)(C)OC(=O)N[C@H]1C[C@@H]([C@H](C1)C1=CC=CC=C1)CN1CCC(CC1)CCCC1=CC=C(C=C1)F (1-(R)-((t-Butoxycarbonyl)amino)-3-(S)-((4-(3-(4-fluorophenyl)prop-1-yl)piperidin-1-yl)methyl)-4-(S)-phenylcyclopentane), CS(=O)(=O)Cl (methylsulfonyl chloride). The product is CS(=O)(=O)N[C@H]1C[C@@H]([C@H](C1)C1=CC=CC=C1)CN1CCC(CC1)CCCC1=CC=C(C=C1)F (1-(R)-((Methylsulfonyl)amino)-3-(S)-((4-(3-(4-fluorophenyl)prop-1-yl)piperidin-1-yl)methyl)-4-(S)-phenylcyclopentane). Reaction SMILES: C(OC([NH:8][C@@H:9]1[CH2:13][C@H:12]([C:14]2[CH:19]=[CH:18][CH:17]=[CH:16][CH:15]=2)[C@@H:11]([CH2:20][N:21]2[CH2:26][CH2:25][CH:24]([CH2:27][CH2:28][CH2:29][C:30]3[CH:35]=[CH:34][C:33]([F:36])=[CH:32][CH:31]=3)[CH2:23][CH2:22]2)[CH2:10]1)=O)(C)(C)C.[CH3:37][S:38](Cl)(=[O:40])=[O:39]>>[CH3:37][S:38]([NH:8][C@@H:9]1[CH2:13][C@H:12]([C:14]2[CH:19]=[CH:18][CH:17]=[CH:16][CH:15]=2)[C@@H:11]([CH2:20][N:21]2[CH2:26][CH2:25][CH:24]([CH2:27][CH2:28][CH2:29][C:30]3[CH:35]=[CH:34][C:33]([F:36])=[CH:32][CH:31]=3)[CH2:23][CH2:22]2)[CH2:10]1)(=[O:40])=[O:39]. Reported procedure: Using essentially the same procedure as in Example 16, Step A and B but substituting 1-(R)-(N-(t-butoxycarbonyl)amino)-3-(S)-((4-(3-(4-fluorophenyl)prop-1-yl)piperidin-1-yl)methyl)-4-(S)-phenylcyclopentane from Example 31 in Step A arid methylsulfonyl chloride in Step B, the title compound can be prepared. As a reaction SMILES: [CH3:20][OH:21].[NH2:1][c:2]1[s:3][cH:4][c:5]([C:7]([C:8](=[O:9])[O:10][CH2:11][CH3:12])=[N:13][O:14][CH2:15][CH2:16][I:17])[n:6]1.[Na+:19].[OH-:18]>>[NH2:1][c:2]1[s:3][cH:4][c:5]([C:7]([C:8](=[O:9])[OH:10])=[N:13][O:14][CH2:15][CH2:16][I:17])[n:6]1. The product is Nc1nc(C(=NOCCI)C(=O)O)cs1. The reactants are CO, CCOC(=O)C(=NOCCI)c1csc(N)n1, [Na+], [OH-].